This data is from the Open Reaction Database (ORD), a public repository of structured organic reaction records. The task is: describe an organic reaction: reactants, conditions, products, and yield Starting materials: ClC1=C(C(=O)O)C=CC=N1 (2-chloronicotinic acid), COC=1C=C(NCC)C=CC1OC (3,4-dimethoxy-N-ethylaniline), S(=O)(Cl)Cl (thionyl chloride), [N-]=C=S.[NH4+] (ammonium isothiocyanate). Solvent: CC(=O)C (acetone), CN(C)C=O (DMF), CC(=O)C (acetone). Product: COC=1C=C(C=CC1OC)N(CC)C=1SC2=C(C(N1)=O)C=CC=N2 (2-[N-(3,4-dimethoxyphenyl)-N-ethylaminoj-4H-pyrido[3,2-e]-1,3-thiazin-4-one). The yield is 89.7%. Reaction SMILES: Cl[C:2]1[N:10]=[CH:9][CH:8]=[CH:7][C:3]=1[C:4]([OH:6])=O.S(Cl)(Cl)=O.[N-:15]=[C:16]=[S:17].[NH4+].[CH3:19][O:20][C:21]1[CH:22]=[C:23]([CH:27]=[CH:28][C:29]=1[O:30][CH3:31])[NH:24][CH2:25][CH3:26]>CC(C)=O.CN(C=O)C>[CH3:19][O:20][C:21]1[CH:22]=[C:23]([N:24]([C:16]2[S:17][C:2]3[N:10]=[CH:9][CH:8]=[CH:7][C:3]=3[C:4](=[O:6])[N:15]=2)[CH2:25][CH3:26])[CH:27]=[CH:28][C:29]=1[O:30][CH3:31] |f:2.3|. Reported procedure: The reaction procedure of Example 85 was followed except that 1.733 g (11 mmol) of 2-chloronicotinic acid, 15 ml of thionyl chloride, two droplets of DMF, 880 mg of ammonium isothiocyanate, 15 ml of acetone, 1.993 g of 3,4-dimethoxy-N-ethylaniline and 10 ml of acetone were used. The product was then recrystallized from ethanol to obtain 3.388 g of 2-[N-(3,4-dimethoxyphenyl)-N-ethylaminoj-4H-pyrido[3,2-e]-1,3-thiazin-4-one. The reactants are CNCCO (2-methylaminoethanol), OC1=CC=C(C=CC(C)=O)C=C1 (4-hydroxybenzylideneacetone). Run in OS(=O)[O-].[Na+] (NaHSO3), O (H2O). Yields the product C(C1=CC=CC=C1)=CC(C)=O (benzylidene acetone). As a reaction SMILES: CNCCO.O[C:7]1[CH:17]=[CH:16][C:10]([CH:11]=[CH:12][C:13](=[O:15])[CH3:14])=[CH:9][CH:8]=1>OS([O-])=O.[Na+].O>[CH:11](=[CH:12][C:13](=[O:15])[CH3:14])[C:10]1[CH:16]=[CH:17][CH:7]=[CH:8][CH:9]=1 |f:2.3|. Procedure: It should be noted that an initial reaction of 2-methylaminoethanol (1.5 mL) with 4-hydroxybenzylideneacetone (0.68 g) in NaHSO3 (0.78 g) and H2O (1.5 mL) in a sealed vial at 140° C. for 16 hrs did not provide the necessary benzylidene acetone derivative (Scheme 1, compound (b)). Therefore, N-methyl-N-(2-hydroxyethyl)-4-aminobenzaldehyde (Scheme 1, compound (a)) was purchased and used to complete the first step of synthesis instead. When the benzylidene acetone derivative was spotted on a TLC pl... The yield is 99.4%. The solvent is CO (methanol), O1CCCC1 (tetrahydrofuran). Starting materials: C(C)(=O)C=1C=C(C=CC1)C1=CC=CC=C1 (3-acetylbiphenyl), [BH4-].[Na+] (sodium borohydride), aqueous solution, [Cl-].[NH4+] (ammonium chloride). Run at time 1 hour. Procedure: To a solution of 9.82 g (50 mmol) of 3-acetylbiphenyl in 80 ml of dry methanol and 80 ml of dry tetrahydrofuran was added 3.36 g (80 mmol) of sodium borohydride portionwise with ice-cooling, and the mixture was stirred for 1 hour. To the reaction solution was added 600 ml of an about 5% aqueous solution of ammonium chloride and the mixture was extracted with tert-butyl methyl ether. The organic layer was dried and concentrated to obtain 9.86 g (49.7 mmol) of 3-(1-hydroxyethyl)biphenyl as an oil. The product is OC(C)C=1C=C(C=CC1)C1=CC=CC=C1 (3-(1-hydroxyethyl)biphenyl). As a reaction SMILES: [C:1]([C:4]1[CH:5]=[C:6]([C:10]2[CH:15]=[CH:14][CH:13]=[CH:12][CH:11]=2)[CH:7]=[CH:8][CH:9]=1)(=[O:3])[CH3:2].[BH4-].[Na+].[Cl-].[NH4+]>CO.O1CCCC1>[OH:3][CH:1]([C:4]1[CH:5]=[C:6]([C:10]2[CH:15]=[CH:14][CH:13]=[CH:12][CH:11]=2)[CH:7]=[CH:8][CH:9]=1)[CH3:2] |f:1.2,3.4|.